describe an organic reaction: reactants, conditions, products, and yield From a dataset of the Open Reaction Database (ORD), a public repository of structured organic reaction records. Starting materials: FC1=C(C=CC=C1)C=1C=NC=CC1 (3-(2-Fluorophenyl)pyridine), B(OC)(OC)OC (trimethyl borate). Yields the product FC1=C(C=CC=C1C=1C=NC=CC1)B(O)O (2-fluoro-3-(pyridin-3-yl)benzeneboronic acid). As a reaction SMILES: [F:1][C:2]1[CH:7]=[CH:6][CH:5]=[CH:4][C:3]=1[C:8]1[CH:9]=[N:10][CH:11]=[CH:12][CH:13]=1.[B:14](OC)([O:17]C)[O:15]C>>[F:1][C:2]1[C:3]([C:8]2[CH:9]=[N:10][CH:11]=[CH:12][CH:13]=2)=[CH:4][CH:5]=[CH:6][C:7]=1[B:14]([OH:17])[OH:15]. Procedure: 3-(2-Fluorophenyl)pyridine was lithiated and reacted with trimethyl borate as described in Example 11 to give 2-fluoro-3-(pyridin-3-yl)benzeneboronic acid as a white solid: m/z (ES+) 218 (M++H). The reactants are [Br-], C1CCOC1, C[P+](c1ccccc1)(c1ccccc1)c1ccccc1, COC(=O)c1sc(-c2ccccc2)cc1N(C(=O)C1CCC(=O)CC1)C(C)C, [Li]CCCC. The product is C=C1CCC(C(=O)N(c2cc(-c3ccccc3)sc2C(=O)OC)C(C)C)CC1. As a reaction SMILES: [Br-:34].[CH2:55]1[O:56][CH2:57][CH2:58][CH2:59]1.[CH3:35][P+:36]([c:37]1[cH:38][cH:39][cH:40][cH:41][cH:42]1)([c:43]1[cH:44][cH:45][cH:46][cH:47][cH:48]1)[c:49]1[cH:50][cH:51][cH:52][cH:53][cH:54]1.[CH3:6][O:7][C:8](=[O:9])[c:10]1[s:11][c:12](-[c:28]2[cH:29][cH:30][cH:31][cH:32][cH:33]2)[cH:13][c:14]1[N:15]([C:16](=[O:17])[CH:18]1[CH2:19][CH2:20][C:21](=[O:24])[CH2:22][CH2:23]1)[CH:25]([CH3:26])[CH3:27].[Li:1][CH2:2][CH2:3][CH2:4][CH3:5]>>[CH2:2]=[C:21]1[CH2:20][CH2:19][CH:18]([C:16]([N:15]([c:14]2[c:10]([C:8]([O:7][CH3:6])=[O:9])[s:11][c:12](-[c:28]3[cH:29][cH:30][cH:31][cH:32][cH:33]3)[cH:13]2)[CH:25]([CH3:26])[CH3:27])=[O:17])[CH2:23][CH2:22]1. The reactants are C(C)(C)(C)OC(=O)N1[C@@H](COC2=C1C=CC=C2)C2CCCCC2 ((R)-4-tert-butoxycarbonyl-3-cyclohexyl-3,4-dihydro-2H-1,4-benzoxazine), Cl (hydrochloric acid). Solvent: C(C)O (ethanol). Run at temperature 70 celsius, time 50 minute. The product is C1(CCCCC1)[C@@H]1COC2=C(N1)C=CC=C2 ((R)-3-cyclohexyl-3,4-dihydro-2H-1,4-benzoxazine). Isolated yield 100.0%. RXN SMILES: C(OC([N:8]1[C:13]2[CH:14]=[CH:15][CH:16]=[CH:17][C:12]=2[O:11][CH2:10][C@H:9]1[CH:18]1[CH2:23][CH2:22][CH2:21][CH2:20][CH2:19]1)=O)(C)(C)C.Cl>C(O)C>[CH:18]1([C@H:9]2[NH:8][C:13]3[CH:14]=[CH:15][CH:16]=[CH:17][C:12]=3[O:11][CH2:10]2)[CH2:19][CH2:20][CH2:21][CH2:22][CH2:23]1. Procedure: A mixture of (R)-4-tert-butoxycarbonyl-3-cyclohexyl-3,4-dihydro-2H-1,4-benzoxazine (3.98 g, 12.5 mmol), 5 N hydrochloric acid (10 ml) and ethanol (10 ml) was stirred at 70° C. for 50 min. Ethanol was removed in vacuo and the residue was partitioned between dichloromethane and 2 N sodium hydroxide solution. The aqueous layer was extracted with dichloromethane and combined organic layers were washed with brine, dried over sodium sulfate and concentrated to afford (R)-3-cyclohexyl-3,4-dihydro-2H-1,... Reactants: N1CCC(CC1)=O (4-piperidone), ClCC1CC1 ((chloromethyl)cyclopropane). The product is C1(CC1)CN1CCC(CC1)=O (1-(Cyclopropylmethyl)-4-piperidone). RXN SMILES: [NH:1]1[CH2:6][CH2:5][C:4](=[O:7])[CH2:3][CH2:2]1.Cl[CH2:9][CH:10]1[CH2:12][CH2:11]1>>[CH:10]1([CH2:9][N:1]2[CH2:6][CH2:5][C:4](=[O:7])[CH2:3][CH2:2]2)[CH2:12][CH2:11]1. Procedure: 1-(Cyclopropylmethyl)-4-piperidone is prepared from 4-piperidone and (chloromethyl)cyclopropane essentially as described above in Example 38, Scheme C, step a. Reactants: CCCCCCCCC(=O)Cl, Nc1ccc(Cl)c([N+](=O)[O-])c1, CC(Cl)Cl, c1ccncc1. Product: CCCCCCCCC(=O)Nc1ccc(Cl)c([N+](=O)[O-])c1. As a reaction SMILES: [C:18]([CH2:19][CH2:20][CH2:21][CH2:22][CH2:23][CH2:24][CH2:25][CH3:26])(=[O:27])[Cl:28].[Cl:1][c:2]1[c:3]([N+:9](=[O:10])[O-:11])[cH:4][c:5]([NH2:6])[cH:7][cH:8]1.[Cl:29][CH:30]([Cl:31])[CH3:32].[cH:12]1[cH:13][cH:14][n:15][cH:16][cH:17]1>>[Cl:1][c:2]1[c:3]([N+:9](=[O:10])[O-:11])[cH:4][c:5]([NH:6][C:18]([CH2:19][CH2:20][CH2:21][CH2:22][CH2:23][CH2:24][CH2:25][CH3:26])=[O:27])[cH:7][cH:8]1.